This data is from the Open Reaction Database (ORD), a public repository of structured organic reaction records. The task is: describe an organic reaction: reactants, conditions, products, and yield Reactants: ClC(C(=C(C(=O)OCC)C(C)=N)O)=C(Cl)Cl (ethyl 4,5,5-trichloro-3-hydroxy-2-(1-imino-ethyl)penta-2,4-dienoate). The solvent is ClC1=C(C=CC=C1)Cl (1,2-dichlorobenzene). The product is ClC=1C(=NC(=C(C(=O)OCC)C1O)C)Cl (Ethyl 5,6-dichloro-4-hydroxy-2-methyl-nicotinate). As a reaction SMILES: [Cl:1][C:2](=[C:14]([Cl:16])Cl)[C:3]([OH:13])=[C:4]([C:10](=[NH:12])[CH3:11])[C:5]([O:7][CH2:8][CH3:9])=[O:6]>ClC1C=CC=CC=1Cl>[Cl:1][C:2]1[C:14]([Cl:16])=[N:12][C:10]([CH3:11])=[C:4]([C:3]=1[OH:13])[C:5]([O:7][CH2:8][CH3:9])=[O:6]. Procedure details: 102.7 g (0.35 mol) of ethyl 4,5,5-trichloro-3-hydroxy-2-(1-imino-ethyl)penta-2,4-dienoate are heated at 180° C. in 1,2-dichlorobenzene for three hours. The volatile components are removed under a high vacuum up to 100° C. The residue is purified with dichloromethane on silica gel.